From a dataset of the Open Reaction Database (ORD), a public repository of structured organic reaction records. describe an organic reaction: reactants, conditions, products, and yield Starting materials: C(C)(=O)N1CC(N(C2=CC=CC=C12)CC=O)=O ((4-acetyl-2-oxo-3,4-dihydroquinoxalin-1(2H)-yl)acetaldehyde), C(C)(C)(C)OC(N(C1CCNCC1)CC1=CC2=C(OCCO2)C=C1)=O (tert-butyl(2,3-dihydro-1,4-benzodioxin-6-ylmethyl)(piperidin-4-yl)carbamate), C(O)([O-])=O.[Na+] (sodium hydrogen carbonate), C(C)(=O)O[BH-](OC(C)=O)OC(C)=O.[Na+] (sodium triacetoxyborohydride). The solvent is C(C)(=O)O (acetic acid), C(Cl)(Cl)Cl (chloroform). Run at time 1 hour. Product: C(C)(C)(C)OC(N(C1CCN(CC1)CCN1C(CN(C2=CC=CC=C12)C(C)=O)=O)CC1=CC2=C(OCCO2)C=C1)=O (tert-butyl(2,3-dihydro-1,4-benzodioxin-6-ylmethyl)(1-(2-(4-acetyl-2-oxo-3,4-dihydroquinoxalin-1(2H)-yl)ethyl)piperidin-4-yl)carbamate). The yield is 84.6%. Reaction SMILES: [C:1]([N:4]1[C:13]2[C:8](=[CH:9][CH:10]=[CH:11][CH:12]=2)[N:7]([CH2:14][CH:15]=O)[C:6](=[O:17])[CH2:5]1)(=[O:3])[CH3:2].[C:18]([O:22][C:23](=[O:42])[N:24]([CH2:31][C:32]1[CH:41]=[CH:40][C:35]2[O:36][CH2:37][CH2:38][O:39][C:34]=2[CH:33]=1)[CH:25]1[CH2:30][CH2:29][NH:28][CH2:27][CH2:26]1)([CH3:21])([CH3:20])[CH3:19].C(O[BH-](OC(=O)C)OC(=O)C)(=O)C.[Na+].C(=O)([O-])O.[Na+]>C(O)(=O)C.C(Cl)(Cl)Cl>[C:18]([O:22][C:23](=[O:42])[N:24]([CH2:31][C:32]1[CH:41]=[CH:40][C:35]2[O:36][CH2:37][CH2:38][O:39][C:34]=2[CH:33]=1)[CH:25]1[CH2:30][CH2:29][N:28]([CH2:15][CH2:14][N:7]2[C:8]3[C:13](=[CH:12][CH:11]=[CH:10][CH:9]=3)[N:4]([C:1](=[O:3])[CH3:2])[CH2:5][C:6]2=[O:17])[CH2:27][CH2:26]1)([CH3:21])([CH3:19])[CH3:20] |f:2.3,4.5|. Procedure: To 15 mL of a chloroform solution containing 337 mg of (4-acetyl-2-oxo-3,4-dihydroquinoxalin-1(2H)-yl)acetaldehyde and 504 mg of tert-butyl(2,3-dihydro-1,4-benzodioxin-6-ylmethyl)(piperidin-4-yl)carbamate, 83 μL of acetic acid was added, and stirred at room temperature for 1 hour. To the reaction mixture, 477 mg of sodium triacetoxyborohydride was added, and stirred for 1.5 hours. Aqueous saturated sodium hydrogen carbonate solution was added, the organic layer was separated. The organic layer w... The reactants are C(C)(C)N(C(C)C)CC (N,N-diisopropylethylamine), CCCCCC (hexane), CC=1N=COC1C(=O)C1=C(C=CC=C1)C(C#C)C ((4-Methyl-oxazol-5-yl)-[2-(1-methyl-prop-2-ynyl)-phenyl]-methanone), C(C)OC(C=CI)=O (3-Iodo-acrylic acid ethyl ester). The reagents and catalysts are Cl[Pd]([P](C1=CC=CC=C1)(C2=CC=CC=C2)C3=CC=CC=C3)([P](C4=CC=CC=C4)(C5=CC=CC=C5)C6=CC=CC=C6)Cl (PdCl2(PPh3)2), [Cu]I (CuI). Run in CC(=O)C (acetone), C1CCOC1 (THF), CCOC(=O)C (EtOAc). The product is C(C)OC(C=CC#CC(C)C1=C(C=CC=C1)C(=O)C1=C(N=CO1)C)=O (6-[2-(4-Methyl-oxazole-5-carbonyl)-phenyl]-hept-2-en-4-ynoic acid ethyl ester). Isolated yield 59.8%. RXN SMILES: [CH3:1][C:2]1[N:3]=[CH:4][O:5][C:6]=1[C:7]([C:9]1[CH:14]=[CH:13][CH:12]=[CH:11][C:10]=1[CH:15]([CH3:18])[C:16]#[CH:17])=[O:8].C(N(CC)C(C)C)(C)C.[CH2:28]([O:30][C:31](=[O:35])[CH:32]=[CH:33]I)[CH3:29].CCCCCC>C1COCC1.CCOC(C)=O.Cl[Pd](Cl)([P](C1C=CC=CC=1)(C1C=CC=CC=1)C1C=CC=CC=1)[P](C1C=CC=CC=1)(C1C=CC=CC=1)C1C=CC=CC=1.[Cu]I.CC(C)=O>[CH2:28]([O:30][C:31](=[O:35])[CH:32]=[CH:33][C:17]#[C:16][CH:15]([C:10]1[CH:11]=[CH:12][CH:13]=[CH:14][C:9]=1[C:7]([C:6]1[O:5][CH:4]=[N:3][C:2]=1[CH3:1])=[O:8])[CH3:18])[CH3:29] |^1:55,74|. Reported procedure: A solution of 300 mg (1.25 mmol, 1.0 eq) of alkyne 11b in 3.0 mL of dry THF was stirred in a 10 mL round bottom flask at room temperature under argon. To this solution was added 650 μL (3.75 mmol, 5.0 eq) of N,N-diisopropylethylamine followed by 340 mg (1.50 mmol, 1.2 eq) of 3-Iodo-acrylic acid ethyl ester. This solution was then sparged with argon for 10 minutes, at which point 44 mg (0.063 mmol, 0.05 eq) of PdCl2(PPh3)2 and 12 mg (0.063 mmol, 0.05 eq) of CuI were added at once and the solution... Starting materials: C(C)(=O)OC1=CC=C(C=C1)C(=O)OC(CCCCCC)CC (4-acetoxy-1-(1-ethylheptyloxycarbonyl)benzene), C(C1=CC=CC=C1)N (benzylamine). Solvent: C(C)O (ethanol), C(Cl)(Cl)Cl (chloroform). Run at time 4 hour. The product is OC1=CC=C(C=C1)C(=O)OC(CCCCCC)CC (4-hydroxy-1-(1-ethylheptyloxycarbonyl)benzene). Isolated yield 67.1%. Reaction SMILES: C([O:4][C:5]1[CH:10]=[CH:9][C:8]([C:11]([O:13][CH:14]([CH2:21][CH3:22])[CH2:15][CH2:16][CH2:17][CH2:18][CH2:19][CH3:20])=[O:12])=[CH:7][CH:6]=1)(=O)C.C(N)C1C=CC=CC=1>C(O)C.C(Cl)(Cl)Cl>[OH:4][C:5]1[CH:6]=[CH:7][C:8]([C:11]([O:13][CH:14]([CH2:21][CH3:22])[CH2:15][CH2:16][CH2:17][CH2:18][CH2:19][CH3:20])=[O:12])=[CH:9][CH:10]=1. Procedure: The crude final product (2) (1.9 g) was dissolved in 50 ml of ethanol, and 4 g of benzylamine was added dropwise. The mixture was stirred at room temperature for 4 hours, then diluted with 500 ml of chloroform, washed with dilute hydrochloric acid and water in this sequence, and dried over magnesium sulfate. After the solvent was evaporated, the solid was purified by silica gel column chromatography to obtain 1.1 g of a final product (3).